From a dataset of the Open Reaction Database (ORD), a public repository of structured organic reaction records. describe an organic reaction: reactants, conditions, products, and yield Reactants: N1=C(C=CC=C1)C1=CC=C(C(=O)NCCOC2=CC=C(C=C2)CC(C(=O)OCC)OC2=CC=C(C=C2)OC(F)(F)F)C=C1 (ethyl 3-[4-[2-(4-pyridine-2-ylbenzoylamino)ethoxy]phenyl]-2-(4-trifluoromethoxyphenoxy)propionate), product, [OH-].[Na+] (sodium hydroxide). Product: N1=C(C=CC=C1)C1=CC=C(C(=O)NCCOC2=CC=C(C=C2)CC(C(=O)O)OC2=CC=C(C=C2)OC(F)(F)F)C=C1 (3-[4-[2-(4-Pyridine-2-ylbenzoylamino)ethoxy]phenyl]-2-(4-trifluoromethoxyphenoxy)propionic acid). Isolated yield 84.6%. As a reaction SMILES: [N:1]1[CH:6]=[CH:5][CH:4]=[CH:3][C:2]=1[C:7]1[CH:43]=[CH:42][C:10]([C:11]([NH:13][CH2:14][CH2:15][O:16][C:17]2[CH:22]=[CH:21][C:20]([CH2:23][CH:24]([O:30][C:31]3[CH:36]=[CH:35][C:34]([O:37][C:38]([F:41])([F:40])[F:39])=[CH:33][CH:32]=3)[C:25]([O:27]CC)=[O:26])=[CH:19][CH:18]=2)=[O:12])=[CH:9][CH:8]=1.[OH-].[Na+]>>[N:1]1[CH:6]=[CH:5][CH:4]=[CH:3][C:2]=1[C:7]1[CH:43]=[CH:42][C:10]([C:11]([NH:13][CH2:14][CH2:15][O:16][C:17]2[CH:18]=[CH:19][C:20]([CH2:23][CH:24]([O:30][C:31]3[CH:32]=[CH:33][C:34]([O:37][C:38]([F:39])([F:40])[F:41])=[CH:35][CH:36]=3)[C:25]([OH:27])=[O:26])=[CH:21][CH:22]=2)=[O:12])=[CH:9][CH:8]=1 |f:1.2|. Reported procedure: In a similar manner to that described in Example 2, ethyl 3-[4-[2-(4-pyridine-2-ylbenzoylamino)ethoxy]phenyl]-2-(4-trifluoromethoxyphenoxy)propionate (1.65 g), which is the product of Example 126, was reacted with aqueous sodium hydroxide solution (1N, 5.54 ml) and the reaction mixture was treated to give the title compound (1.33 g) as colorless crystals. The reactants are OC=C1C(NC2=CC(=CC=C12)C(=O)C=1C=C(C=CC1)NC(=O)C=1N(N=C(C1)C)C(C)(C)C)=O (2-tert-Butyl-5-methyl-2H-pyrazole-3-carboxylic acid [3-(3-hydroxymethylene-2-oxo-2,3-dihydro-1H-indole-6-carbonyl)-phenyl]-amide), C1CCOC1 (THF), NC=1C=CC(=C(C1)O)OC (5-amino-2-methoxyphenol). Reaction conditions: temperature 65 celsius, time 24 hour. The product is OC=1C=C(C=CC1C)NC=C1C(NC2=CC(=CC=C12)C(=O)C=1C=C(C=CC1)NC(=O)C=1N(N=C(C1)C)C(C)(C)C)=O (2-tert-Butyl-5-methyl-2H-pyrazole-3-carboxylic acid (3-{3-[(3-hydroxy-4-methyl-phenylamino)-methylene]-2-oxo-2,3-dihydro-1H-indole-6-carbonyl}-phenyl)-amide). Isolated yield 71.0%. Reaction SMILES: O[CH:2]=[C:3]1[C:11]2[C:6](=[CH:7][C:8]([C:12]([C:14]3[CH:15]=[C:16]([NH:20][C:21]([C:23]4[N:24]([C:29]([CH3:32])([CH3:31])[CH3:30])[N:25]=[C:26]([CH3:28])[CH:27]=4)=[O:22])[CH:17]=[CH:18][CH:19]=3)=[O:13])=[CH:9][CH:10]=2)[NH:5][C:4]1=[O:33].[NH2:34][C:35]1[CH:36]=[CH:37][C:38](OC)=[C:39]([OH:41])[CH:40]=1.[CH2:44]1COCC1>>[OH:41][C:39]1[CH:40]=[C:35]([NH:34][CH:2]=[C:3]2[C:11]3[C:6](=[CH:7][C:8]([C:12]([C:14]4[CH:15]=[C:16]([NH:20][C:21]([C:23]5[N:24]([C:29]([CH3:32])([CH3:31])[CH3:30])[N:25]=[C:26]([CH3:28])[CH:27]=5)=[O:22])[CH:17]=[CH:18][CH:19]=4)=[O:13])=[CH:9][CH:10]=3)[NH:5][C:4]2=[O:33])[CH:36]=[CH:37][C:38]=1[CH3:44]. Procedure: A small screw cap test tube was charged with 2-tert-Butyl-5-methyl-2H-pyrazole-3-carboxylic acid [3-(3-hydroxymethylene-2-oxo-2,3-dihydro-1H-indole-6-carbonyl)-phenyl]-amide (as prepared in Example 50, 70 mg, 0.157 mmol) and THF (2 mL). To the resulting solution was added 5-amino-2-methoxyphenol (26 mg, 0.1868 mmol), and the mixture was stirred for 24 h at 65° C. Subsequently, the reaction mixture was cooled to room temperature and concentrated in vacuo. The solid residue was recrystallized with... Reactants: 4744g, ester, C(C)C(C(=O)Cl)C(=O)Cl (ethyl malonyl chloride), C(CC(=O)OCC)(=O)OCC (Diethyl malonate), [K] (mono-potassium), N (ammonia). Product: C(CC(=O)N)(=O)OCC (ethyl malonamate). Reaction SMILES: [C:1]([O:9][CH2:10][CH3:11])(=[O:8])[CH2:2][C:3](OCC)=[O:4].[K].C(C(C(Cl)=O)C(Cl)=O)C.[NH3:22]>>[C:1]([O:9][CH2:10][CH3:11])(=[O:8])[CH2:2][C:3]([NH2:22])=[O:4] |^1:11|. Reported procedure: Biguanide was prepared fresh by refluxing anhydrous biguanide sulfate in a methanol solution of freshly prepared sodium methylate by the method of Slotta et al. (Slotta, K. H., Tschesche, R., Ber. Dtsch. Chem. Ges. 1929, B62, 1390-1398). The biguanide was used in solution as prepared for all of the reactions. Because sodium sulfate formed in the preparation of biguanide did not interfere with subsequent reactions, it was not necessary to separate it from the biguanide. Ethyl malonamate used in t... Reactants: O=C([O-])O, CCOCC, O=C(NCC12CC3CC(CC(C3)C1)C2)c1cc(CCO)ccc1Cl, ClCCl, [Na+], [Na+], [Na+], O=S([O-])([O-])=S. Yields the product O=CCc1ccc(Cl)c(C(=O)NCC23CC4CC(CC(C4)C2)C3)c1. RXN SMILES: [C:40](=[O:41])([OH:42])[O-:43].[CH3:32][CH2:33][O:34][CH2:35][CH3:36].[Cl:1][c:2]1[c:3]([C:4](=[O:5])[NH:6][CH2:7][C:8]23[CH2:9][CH:10]4[CH2:11][CH:12]([CH2:13][CH:14]([CH2:15]2)[CH2:16]4)[CH2:17]3)[cH:18][c:19]([CH2:22][CH2:23][OH:24])[cH:20][cH:21]1.[Cl:37][CH2:38][Cl:39].[Na+:30].[Na+:31].[Na+:44].[S:25]([O-:26])([O-:27])(=[O:28])=[S:29]>>[Cl:1][c:2]1[c:3]([C:4](=[O:5])[NH:6][CH2:7][C:8]23[CH2:9][CH:10]4[CH2:11][CH:12]([CH2:13][CH:14]([CH2:15]2)[CH2:16]4)[CH2:17]3)[cH:18][c:19]([CH2:22][CH:23]=[O:24])[cH:20][cH:21]1. Starting materials: [N+](=O)([O-])C1=C(C=C(C(=O)OC)C=C1)C(NC(C)(C)C1=CC=CC=C1)=O (methyl 4-nitro-3-[(2-phenylpropan-2-yl)carbamoyl]benzoate). RXN SMILES: [N+:1]([C:4]1[CH:13]=[CH:12][C:7]([C:8]([O:10][CH3:11])=[O:9])=[CH:6][C:5]=1[C:14](=[O:25])[NH:15][C:16]([C:19]1[CH:24]=[CH:23][CH:22]=[CH:21][CH:20]=1)([CH3:18])[CH3:17])([O-])=O>CO.C(OCC)(=O)C.[Pd]>[NH2:1][C:4]1[CH:13]=[CH:12][C:7]([C:8]([O:10][CH3:11])=[O:9])=[CH:6][C:5]=1[C:14](=[O:25])[NH:15][C:16]([C:19]1[CH:20]=[CH:21][CH:22]=[CH:23][CH:24]=1)([CH3:18])[CH3:17]. Reported procedure: To a solution of methyl 4-nitro-3-[(2-phenylpropan-2-yl)carbamoyl]benzoate (0.12 g, 0.35 mmol) in methanol (2.5 mL) and ethyl acetate (2.5 mL) was added 10% palladium on carbon (12 mg). The mixture was purged with H2 gas (3×) and stirred under an atmosphere of H2 for 5 h. The reaction mixture was then filtered through Celite, washed with MeOH and concentrated. The residue was purified by flash silica gel chromatography (50% to 100% EtOAc/hexanes) to afford methyl 4-amino-3-[(2-phenylpropan-2-yl)... Yields the product NC1=C(C=C(C(=O)OC)C=C1)C(NC(C)(C)C1=CC=CC=C1)=O (methyl 4-amino-3-[(2-phenylpropan-2-yl)carbamoyl]benzoate). Conditions: time 5 hour. The reagents and catalysts are [Pd] (palladium on carbon). Isolated yield 100.6%. The solvent is CO (methanol), C(C)(=O)OCC (ethyl acetate).